Dataset: the Open Reaction Database (ORD), a public repository of structured organic reaction records. Task: describe an organic reaction: reactants, conditions, products, and yield Starting materials: ClC1=C(C(=CC=C1)F)CN ((2-chloro-6-fluorophenyl)methanamine), BrC1=CN2C(S1)=NC(=C2)C(=O)O (2-bromoimidazo[2,1-b]thiazole-6-carboxylic acid). The product is BrC1=CN2C(S1)=NC(=C2)C(=O)NCC2=C(C=CC=C2F)Cl (2-bromo-N-(2-chloro-6-fluorobenzyl)imidazo[2,1-b]thiazole-6-carboxamide). Reaction SMILES: [Cl:1][C:2]1[CH:7]=[CH:6][CH:5]=[C:4]([F:8])[C:3]=1[CH2:9][NH2:10].[Br:11][C:12]1[S:16][C:15]2=[N:17][C:18]([C:20](O)=[O:21])=[CH:19][N:14]2[CH:13]=1>>[Br:11][C:12]1[S:16][C:15]2=[N:17][C:18]([C:20]([NH:10][CH2:9][C:3]3[C:4]([F:8])=[CH:5][CH:6]=[CH:7][C:2]=3[Cl:1])=[O:21])=[CH:19][N:14]2[CH:13]=1. Procedure: The title compound was prepared by essentially following the same procedures described for Intermediate XLIV, using (2-chloro-6-fluorophenyl)methanamine and 2-bromoimidazo[2,1-b]thiazole-6-carboxylic acid as starting materials. Starting materials: FC1=CC=C(C=C1)CC1=CN=C2C(=C(C(N(C2=C1)C1=CC=C(C=C1)OC)=O)C(=O)OC)O (methyl 7-[(4-fluorophenyl)methyl]-4-hydroxy-1-[4-(methyloxy)phenyl]-2-oxo-1,2-dihydro-1,5-naphthyridine-3-carboxylate), NCCO (2-aminoethanol). Product: FC1=CC=C(C=C1)CC1=CN=C2C(=C(C(N(C2=C1)C1=CC=C(C=C1)OC)=O)C(=O)NCCO)O (7-[(4-fluorophenyl)methyl]-4-hydroxy-N-(2-hydroxyethyl)-1-[4-(methyloxy)phenyl]-2-oxo-1,2-dihydro-1,5-naphthyridine-3-carboxamide). Yield: 89.0%. Reaction SMILES: [F:1][C:2]1[CH:7]=[CH:6][C:5]([CH2:8][C:9]2[CH:18]=[C:17]3[C:12]([C:13]([OH:32])=[C:14]([C:28](OC)=[O:29])[C:15](=[O:27])[N:16]3[C:19]3[CH:24]=[CH:23][C:22]([O:25][CH3:26])=[CH:21][CH:20]=3)=[N:11][CH:10]=2)=[CH:4][CH:3]=1.[NH2:33][CH2:34][CH2:35][OH:36]>>[F:1][C:2]1[CH:3]=[CH:4][C:5]([CH2:8][C:9]2[CH:18]=[C:17]3[C:12]([C:13]([OH:32])=[C:14]([C:28]([NH:33][CH2:34][CH2:35][OH:36])=[O:29])[C:15](=[O:27])[N:16]3[C:19]3[CH:20]=[CH:21][C:22]([O:25][CH3:26])=[CH:23][CH:24]=3)=[N:11][CH:10]=2)=[CH:6][CH:7]=1. Procedure details: In a similar manner to that described in example 196, from methyl 7-[(4-fluorophenyl)methyl]-4-hydroxy-1-[4-(methyloxy)phenyl]-2-oxo-1,2-dihydro-1,5-naphthyridine-3-carboxylate (50 mg, 0.115 mmol) and 2-aminoethanol (0.03 mL) was prepared 7-[(4-fluorophenyl)methyl]-4-hydroxy-N-(2-hydroxyethyl)-1-[4-(methyloxy)phenyl]-2-oxo-1,2-dihydro-1,5-naphthyridine-3-carboxamide (47 mg, 89% yield) as a white solid. 1H NMR (CDCl3) δ 10.18 (s, 1 H), 8.44 (s, 1 H), 7.08-7.02 (m, 4 H), 6.98-6.94 (m, 2 H), 6.91-6... The reactants are CCCCC1(CC(C)=O)Cc2cc(OC)ccc2C1=O, [K+], [OH-], O. Yields the product CCCCC12CC(=O)C=C1c1ccc(OC)cc1C2. As a reaction SMILES: [CH2:1]([CH2:2][CH2:3][CH3:4])[C:5]1([CH2:17][C:18]([CH3:19])=[O:20])[C:6](=[O:16])[c:7]2[cH:8][cH:9][c:10]([O:14][CH3:15])[cH:11][c:12]2[CH2:13]1.[K+:22].[OH-:21].[OH2:23]>>[CH2:1]([CH2:2][CH2:3][CH3:4])[C:5]12[C:6](=[CH:19][C:18](=[O:20])[CH2:17]1)[c:7]1[cH:8][cH:9][c:10]([O:14][CH3:15])[cH:11][c:12]1[CH2:13]2. The reactants are CCOC(=O)c1c(O)nc2cc(C(C)(C)C)ccc2c1C, [Na+], O=C([O-])O, O, O=P(Cl)(Cl)Cl. The product is CCOC(=O)c1c(Cl)nc2cc(C(C)(C)C)ccc2c1C. As a reaction SMILES: [CH2:1]([CH3:2])[O:3][C:4](=[O:5])[c:6]1[c:7]([OH:21])[n:8][c:9]2[cH:10][c:11]([C:17]([CH3:18])([CH3:19])[CH3:20])[cH:12][cH:13][c:14]2[c:15]1[CH3:16].[Na+:31].[O-:27][C:28]([OH:29])=[O:30].[OH2:32].[P:22]([Cl:23])([Cl:24])([Cl:25])=[O:26]>>[CH2:1]([CH3:2])[O:3][C:4](=[O:5])[c:6]1[c:7]([Cl:24])[n:8][c:9]2[cH:10][c:11]([C:17]([CH3:18])([CH3:19])[CH3:20])[cH:12][cH:13][c:14]2[c:15]1[CH3:16].